From a dataset of the Open Reaction Database (ORD), a public repository of structured organic reaction records. describe an organic reaction: reactants, conditions, products, and yield The solvent is CN(C=O)C (N,N-dimethylformamide). The yield is 10.2%. The reactants are CC1(C(N(N1C(CO)=O)C1C2CC3CC(CC1C3)C2)=O)C (4,4-dimethyl-1-(hydroxyacetyl)-2-(adamantan-2-yl)-1,2-diazetidin-3-one), [OH-].[Na+] (sodium hydroxide), BrC=1C=CC(=NC1)F (5-bromo-2-fluoropyridine), O (water). Yields the product BrC=1C=CC(=NC1)OCC(=O)N1N(C(C1(C)C)=O)C1C2CC3CC(CC1C3)C2 (1-{[(5-bromopyridin-2-yl)oxy]acetyl}-4,4-dimethyl-2-(adamantan-2-yl)-1,2-diazetidin-3-one). Procedure details: Under an argon atmosphere, a solution of 4,4-dimethyl-1-(hydroxyacetyl)-2-(adamantan-2-yl)-1,2-diazetidin-3-one (14.0 mg, 0.0480 mmol) in N,N-dimethylformamide (0.5 mL) was added with sodium hydroxide (excess amount) and 5-bromo-2-fluoropyridine (26.4 mg, 0.150 mmol) at room temperature, and the resultant was stirred at the same temperature for 1 hour. The reaction solution was added with water and extracted with diethyl ether. The organic layer was dried over anhydrous sodium sulfate, concentra... Reaction SMILES: [CH3:1][C:2]1([CH3:21])[N:5]([C:6](=[O:9])[CH2:7][OH:8])[N:4]([CH:10]2[CH:17]3[CH2:18][CH:13]4[CH2:14][CH:15]([CH2:19][CH:11]2[CH2:12]4)[CH2:16]3)[C:3]1=[O:20].[OH-].[Na+].[Br:24][C:25]1[CH:26]=[CH:27][C:28](F)=[N:29][CH:30]=1.O>CN(C)C=O>[Br:24][C:25]1[CH:26]=[CH:27][C:28]([O:8][CH2:7][C:6]([N:5]2[C:2]([CH3:21])([CH3:1])[C:3](=[O:20])[N:4]2[CH:10]2[CH:11]3[CH2:12][CH:13]4[CH2:14][CH:15]([CH2:16][CH:17]2[CH2:18]4)[CH2:19]3)=[O:9])=[N:29][CH:30]=1 |f:1.2|. Run at time 1 hour. The reactants are COC1=CC=C(C=C1)C1=CC=C(C=C1)S(=O)(=O)[C@H]([C@@](C(=O)OC)(OC)N)C#CC1=CC=CC=C1 (Methyl (2R)-{[4′-Methoxy-(1,1′-biphenyl)-4-yl]-sulfonyl}-amino-(3S)-methoxy-5-phenylpent-4ynoate), C(=O)([O-])[O-].[Na+].[Na+] (Na2CO3), CCO (EtOH), sulfonamide, COC1=CC=C(C=C1)B(O)O (4-methoxyphenylboronic acid). Reagents/catalysts: C=1C=CC(=CC1)[P](C=2C=CC=CC2)(C=3C=CC=CC3)[Pd]([P](C=4C=CC=CC4)(C=5C=CC=CC5)C=6C=CC=CC6)([P](C=7C=CC=CC7)(C=8C=CC=CC8)C=9C=CC=CC9)[P](C=1C=CC=CC1)(C=1C=CC=CC1)C=1C=CC=CC1 (Pd(PPh3)4). Solvent: O (water), O (water), C1=CC=CC=C1 (benzene). Yields the product COC1=CC=C(C=C1)C1=CC=C(C=C1)S(=O)(=O)[C@H]([C@@](C(=O)O)(OC)N)C#CC1=CC=CC=C1 ((2R)-{[4′-Methoxy-(1,1′-biphenyl)-4-yl]-sulfonyl)-amino-(3S)-methoxy-5-phenylpent-4ynoic acid). Reaction SMILES: [CH3:1][O:2][C:3]1[CH:8]=[CH:7][C:6]([C:9]2[CH:14]=[CH:13][C:12]([S:15]([C@@H:18]([C:27]#[C:28][C:29]3[CH:34]=[CH:33][CH:32]=[CH:31][CH:30]=3)[C@:19]([NH2:26])([O:24][CH3:25])[C:20]([O:22]C)=[O:21])(=[O:17])=[O:16])=[CH:11][CH:10]=2)=[CH:5][CH:4]=1.COC1C=CC(B(O)O)=CC=1.CCO.C([O-])([O-])=O.[Na+].[Na+]>C1C=CC=CC=1.C1C=CC([P]([Pd]([P](C2C=CC=CC=2)(C2C=CC=CC=2)C2C=CC=CC=2)([P](C2C=CC=CC=2)(C2C=CC=CC=2)C2C=CC=CC=2)[P](C2C=CC=CC=2)(C2C=CC=CC=2)C2C=CC=CC=2)(C2C=CC=CC=2)C2C=CC=CC=2)=CC=1.O>[CH3:1][O:2][C:3]1[CH:4]=[CH:5][C:6]([C:9]2[CH:10]=[CH:11][C:12]([S:15]([C@@H:18]([C:27]#[C:28][C:29]3[CH:34]=[CH:33][CH:32]=[CH:31][CH:30]=3)[C@:19]([NH2:26])([O:24][CH3:25])[C:20]([OH:22])=[O:21])(=[O:17])=[O:16])=[CH:13][CH:14]=2)=[CH:7][CH:8]=1 |f:3.4.5,^1:64,66,85,104|. Procedure: Methyl (2R)-{[4′-Methoxy-(1,1′-biphenyl)-4-yl]-sulfonyl}-amino-(3S)-methoxy-5-phenylpent-4ynoate: The starting sulfonamide 63f (510 mg, 1.02 mmol) and 4-methoxyphenylboronic acid (230 mg, 1.53 mmol) are taken up in 10 mL of benzene, 1.5 mL of EtOH and 1.5 mL of water in the presence of Pd(PPh3)4 (35 mg, 0.03 mmol) and 200 mg of Na2CO3 and brought to reflux for 18 hr. The mixture is cooled to room temperature, poured into water, and extracted with methylene chloride. The organic layer is dried ov... Starting materials: ClC(=O)OCC1=CC=CC=C1 (benzyl chloroformate), COC=1C=C2C(CC(NC2=CC1OC)C)=O (6,7-dimethoxy-2-methyl-4-oxo-1,2,3,4-tetrahydroquinoline), ClC(=O)OCC1=CC=CC=C1 (benzyl chloroformate), N1=CC=CC=C1 (pyridine), ClC(=O)OCC1=CC=CC=C1 (benzyl chloroformate), C(Cl)(Cl)Cl (chloroform). Solvent: O (water). Conditions: time 30 minute. The product is COC=1C=C2C(CC(N(C2=CC1OC)C(=O)OCC1=CC=CC=C1)C)=O (Racemic Benzyl 6,7-Dimethoxy-2-methyl-4-oxo-1,2,3,4-tetrahydroquinoline-1-carboxylate). Isolated yield 71.0%. Reaction SMILES: [CH3:1][O:2][C:3]1[CH:4]=[C:5]2[C:10](=[CH:11][C:12]=1[O:13][CH3:14])[NH:9][CH:8]([CH3:15])[CH2:7][C:6]2=[O:16].N1C=CC=CC=1.Cl[C:24]([O:26][CH2:27][C:28]1[CH:33]=[CH:32][CH:31]=[CH:30][CH:29]=1)=[O:25].C(Cl)(Cl)Cl>O>[CH3:1][O:2][C:3]1[CH:4]=[C:5]2[C:10](=[CH:11][C:12]=1[O:13][CH3:14])[N:9]([C:24]([O:26][CH2:27][C:28]1[CH:33]=[CH:32][CH:31]=[CH:30][CH:29]=1)=[O:25])[CH:8]([CH3:15])[CH2:7][C:6]2=[O:16]. Reported procedure: To a stirred solution of 10.0 g. (0.45 mol.) of 6,7-dimethoxy-2-methyl-4-oxo-1,2,3,4-tetrahydroquinoline in 76 ml. of pyridine, at 0° C., was added, dropwise, during a 30 minute period, 45 ml. of benzyl chloroformate. Stirring was continued for 15 minutes, and then an additional 10 ml. of benzyl chloroformate was added. After a further 10 minutes, a further 10 ml. of benzyl chloroformate was added. The reaction mixture was heated on a steam bath for 30 minutes, cooled to room temperature and the... Starting materials: C(=O)(OC)CCCCCCCCCCCCCCCNC1=CC=C(C(=O)O)C=C1 (4-(15-carbomethoxypentadecylamino)benzoic acid), B(F)(F)F.CCOCC (boron trifluoride etherate), OCC(O)CO (glycerol), B(F)(F)F.CCOCC (boron trifluoride etherate). Solvent: C1(=CC=CC=C1)C (toluene). Conditions: time 120 hour. Yields the product C(=O)(OC)CCCCCCCCCCCCCCCNC1=CC=C(C(=O)OCC(CO)O)C=C1 (2,3-dihydroxypropyl 4-(15-carbomethoxypentadecylamino)benzoate). RXN SMILES: [C:1]([CH2:5][CH2:6][CH2:7][CH2:8][CH2:9][CH2:10][CH2:11][CH2:12][CH2:13][CH2:14][CH2:15][CH2:16][CH2:17][CH2:18][CH2:19][NH:20][C:21]1[CH:29]=[CH:28][C:24]([C:25]([OH:27])=[O:26])=[CH:23][CH:22]=1)([O:3][CH3:4])=[O:2].[OH:30][CH2:31][CH:32]([CH2:34]O)[OH:33].B(F)(F)F.CCOCC>C1(C)C=CC=CC=1>[C:1]([CH2:5][CH2:6][CH2:7][CH2:8][CH2:9][CH2:10][CH2:11][CH2:12][CH2:13][CH2:14][CH2:15][CH2:16][CH2:17][CH2:18][CH2:19][NH:20][C:21]1[CH:22]=[CH:23][C:24]([C:25]([O:27][CH2:34][CH:32]([OH:33])[CH2:31][OH:30])=[O:26])=[CH:28][CH:29]=1)([O:3][CH3:4])=[O:2] |f:2.3|. Reported procedure: A solution of 11.8 g. of 4-(15-carbomethoxypentadecylamino)benzoic acid, 1.00 g. of glycerol, and 5.35 ml. of boron trifluoride etherate in 200 ml. of toluene is stirred under reflux for 4 hours. The solution is treated with an additional 5.35 ml. of boron trifluoride etherate and refluxing is continued for 120 hours. Dilution with water and methylene chloride followed by filtration affords 2,3-dihydroxypropyl 4-(15-carbomethoxypentadecylamino)benzoate as a white solid. The solvent is C(C)O (ethanol). RXN SMILES: C([O:3][C:4](=[O:28])[CH2:5][CH2:6][CH2:7][NH:8][C:9](=[O:27])[CH2:10][N:11]1[C:15]2=[N:16][CH:17]=[CH:18][CH:19]=[C:14]2[N:13]=[C:12]1[C:20]1[CH:25]=[CH:24][CH:23]=[C:22]([Cl:26])[CH:21]=1)C.[OH-].[K+]>C(O)C>[OH2:3].[Cl:26][C:22]1[CH:21]=[C:20]([C:12]2[N:11]([CH2:10][C:9]([NH:8][CH2:7][CH2:6][CH2:5][C:4]([OH:28])=[O:3])=[O:27])[C:15]3=[N:16][CH:17]=[CH:18][CH:19]=[C:14]3[N:13]=2)[CH:25]=[CH:24][CH:23]=1 |f:1.2,4.5|. Procedure: A mixture of 4-[[(2-(3chlorophenyl)-3H-imidazo[4,5-b]pyridine-3yl]acetyl]amino]butanoic acid ethyl ester (2.4 g, 0.006 mole) and potassium hydroxide (0.5 g) in 100 ml of ethanol was heated at reflux for 2 hrs. The reaction mixture was evaporated to dryness. The residue was dissolved in water, filtered, and the filtrate was acidified with acetic acid. The precipitate, which had formed, was collected by filtration, washed with water, and dried. The solid was recrystallized from ethanol-water, coll... The reactants are C(C)OC(CCCNC(CN1C(=NC=2C1=NC=CC2)C2=CC(=CC=C2)Cl)=O)=O (4-[[(2-(3chlorophenyl)-3H-imidazo[4,5-b]pyridine-3yl]acetyl]amino]butanoic acid ethyl ester), [OH-].[K+] (potassium hydroxide). Yields the product O.ClC=1C=C(C=CC1)C1=NC=2C(=NC=CC2)N1CC(=O)NCCCC(=O)O (4-[[[(3-Chlorophenyl)-3H-imidazo[4,5-b]pyridin-3-yl]acetyl]amino]butanoic acid hydrate). Reactants: CCc1c(OC)cccc1C(=O)NN(C(=O)c1cc(C)cc(C)c1)C(C)(C)C=O, CCO, [K+], O=[Mn](=O)(=O)[O-], [Na+], [OH-]. The product is CCc1c(OC)cccc1C(=O)NN(C(=O)c1cc(C)cc(C)c1)C(C)(C)C(=O)O. As a reaction SMILES: [CH3:1][c:2]1[cH:3][c:4]([C:5](=[O:6])[N:7]([NH:8][C:9]([c:10]2[c:11]([CH2:18][CH3:19])[c:12]([O:16][CH3:17])[cH:13][cH:14][cH:15]2)=[O:20])[C:21]([CH:22]=[O:23])([CH3:24])[CH3:25])[cH:26][c:27]([CH3:29])[cH:28]1.[CH3:38][CH2:39][OH:40].[K+:35].[Mn:30](=[O:31])([O-:32])(=[O:33])=[O:34].[Na+:37].[OH-:36]>>[CH3:1][c:2]1[cH:3][c:4]([C:5](=[O:6])[N:7]([NH:8][C:9]([c:10]2[c:11]([CH2:18][CH3:19])[c:12]([O:16][CH3:17])[cH:13][cH:14][cH:15]2)=[O:20])[C:21]([C:22](=[O:23])[OH:31])([CH3:24])[CH3:25])[cH:26][c:27]([CH3:29])[cH:28]1. Starting materials: O=C(n1ccnc1)n1ccnc1, CCOC(C)=O, CCN(C(C)C)C(C)C, CC(C)[Si](OC1CCN(N2CCC(Cc3c(Cl)cc(-c4ccc(C(=O)O)cc4)cc3Cl)C2=O)CC1)(C(C)C)C(C)C, ClCCl, Cl, FC(F)(F)C1CCNCC1. Yields the product CC(C)[Si](OC1CCN(N2CCC(Cc3c(Cl)cc(-c4ccc(C(=O)N5CCC(C(F)(F)F)CC5)cc4)cc3Cl)C2=O)CC1)(C(C)C)C(C)C. Reaction SMILES: [C:42]([n:43]1[cH:44][cH:45][n:46][cH:47]1)([n:48]1[cH:49][cH:50][n:51][cH:52]1)=[O:53].[CH3:77][CH2:78][O:79][C:80](=[O:81])[CH3:82].[CH:65]([N:66]([CH:67]([CH3:68])[CH3:69])[CH2:70][CH3:71])([CH3:72])[CH3:73].[Cl:1][c:2]1[cH:3][c:4](-[c:33]2[cH:34][cH:35][c:36]([C:39](=[O:40])[OH:41])[cH:37][cH:38]2)[cH:5][c:6]([Cl:32])[c:7]1[CH2:8][CH:9]1[C:10](=[O:31])[N:11]([N:14]2[CH2:15][CH2:16][CH:17]([O:20][Si:21]([CH:22]([CH3:23])[CH3:24])([CH:25]([CH3:26])[CH3:27])[CH:28]([CH3:29])[CH3:30])[CH2:18][CH2:19]2)[CH2:12][CH2:13]1.[Cl:74][CH2:75][Cl:76].[ClH:54].[F:55][C:56]([CH:57]1[CH2:58][CH2:59][NH:60][CH2:61][CH2:62]1)([F:63])[F:64]>>[Cl:1][c:2]1[cH:3][c:4](-[c:33]2[cH:34][cH:35][c:36]([C:39](=[O:40])[N:60]3[CH2:59][CH2:58][CH:57]([C:56]([F:55])([F:63])[F:64])[CH2:62][CH2:61]3)[cH:37][cH:38]2)[cH:5][c:6]([Cl:32])[c:7]1[CH2:8][CH:9]1[C:10](=[O:31])[N:11]([N:14]2[CH2:15][CH2:16][CH:17]([O:20][Si:21]([CH:22]([CH3:23])[CH3:24])([CH:25]([CH3:26])[CH3:27])[CH:28]([CH3:29])[CH3:30])[CH2:18][CH2:19]2)[CH2:12][CH2:13]1.